This data is from the Open Reaction Database (ORD), a public repository of structured organic reaction records. The task is: describe an organic reaction: reactants, conditions, products, and yield The reactants are CC(C)(C)OC(=O)N1CCC(Oc2cc3ccncc3cc2Br)CC1, CCCC[Sn](CCCC)(CCCC)c1cccs1. The product is CC(C)(C)OC(=O)N1CCC(Oc2cc3ccncc3cc2-c2cccs2)CC1. Reaction SMILES: [C:1]([CH3:2])([CH3:3])([CH3:4])[O:5][C:6](=[O:7])[N:8]1[CH2:9][CH2:10][CH:11]([O:14][c:15]2[cH:16][c:17]3[cH:18][cH:19][n:20][cH:21][c:22]3[cH:23][c:24]2[Br:25])[CH2:12][CH2:13]1.[CH2:26]([Sn:27]([CH2:28][CH2:29][CH2:30][CH3:36])([c:31]1[s:32][cH:33][cH:34][cH:35]1)[CH2:37][CH2:38][CH2:39][CH3:40])[CH2:41][CH2:42][CH3:43]>>[C:1]([CH3:2])([CH3:3])([CH3:4])[O:5][C:6](=[O:7])[N:8]1[CH2:9][CH2:10][CH:11]([O:14][c:15]2[cH:16][c:17]3[cH:18][cH:19][n:20][cH:21][c:22]3[cH:23][c:24]2-[c:31]2[s:32][cH:33][cH:34][cH:35]2)[CH2:12][CH2:13]1. The reactants are ClC1=C(C=C(C=C1)Cl)[N+](=O)[O-] (2,5-dichloronitrobenzene), S.[Na] (sodium hydrogensulfide). The solvent is O (water). The product is ClC1=C(N)C=C(C=C1)Cl (2,5-dichloroaniline). Isolated yield 59.0%. Reaction SMILES: [Cl:1][C:2]1[CH:7]=[CH:6][C:5]([Cl:8])=[CH:4][C:3]=1[N+:9]([O-])=O.S.[Na]>O>[Cl:1][C:2]1[CH:7]=[CH:6][C:5]([Cl:8])=[CH:4][C:3]=1[NH2:9] |f:1.2,^1:12|. Reported procedure: 384 Parts of 2,5-dichloronitrobenzene and 200 parts of water were introduced into a stirring apparatus and reacted with 1,000 parts of 36% sodium hydrogensulfide solution in the same manner as described in Example 1. Then, the 2,5-dichloroaniline obtained as by-product was separated by steam distillation. After cooling to 20°C 806 parts of sodium sulfite (Na2SO3 . 7 H2O) were added and the pH was adjusted at 6 with 374 parts of 30% hydrochloric acid at a temperature within the range of from +10°...